This data is from the Open Reaction Database (ORD), a public repository of structured organic reaction records. The task is: describe an organic reaction: reactants, conditions, products, and yield Reactants: O=P12OP3(=O)OP(=O)(O1)OP(=O)(O2)O3 (Phosphorus pentoxide), COC1=CC=C(C=C1)CCNC(C)=O (N-[2-(4-methoxyphenyl)-ethyl]-acetamide), P(=O)(Cl)(Cl)Cl (phosphorus oxychloride), ice water, [OH-].[K+] (potassium hydroxide). Yields the product COC1=CC=C2CCN=C(C2=C1)C (7-methoxy-1-methyl-3,4-dihydroisoquinoline). Isolated yield 32.5%. As a reaction SMILES: O=P12OP3(OP(OP(O3)(O1)=O)(=O)O2)=O.[CH3:15][O:16][C:17]1[CH:22]=[CH:21][C:20]([CH2:23][CH2:24][NH:25][C:26](=O)[CH3:27])=[CH:19][CH:18]=1.P(Cl)(Cl)(Cl)=O.[OH-].[K+]>>[CH3:15][O:16][C:17]1[CH:22]=[C:21]2[C:20]([CH2:23][CH2:24][N:25]=[C:26]2[CH3:27])=[CH:19][CH:18]=1 |f:3.4|. Procedure details: Phosphorus pentoxide (22 g, 155.24 mmol) was added to a mixture of N-[2-(4-methoxyphenyl)-ethyl]-acetamide (50 g, 258.73 mmol) prepared in Step 1 and phosphorus oxychloride (48 ml, 517.46 mmol). The reaction mixture was refluxed for 3 hours. The reaction mixture was cooled to room temperature, added to ice water, basified with 2N potassium hydroxide solution, and then extracted with ethyl acetate. The organic layer washed with a saturated sodium chloride solution, dried on anhydrous magnesium su... Procedure details: By using 3′-hydroxyacetophenone (200 mg) and a 1 M solution of o-tolylmagnesium chloride in tetrahydrofuran (4.4 ml) as starting materials, the title compound (119.3 mg) was obtained in the same manner as that of Reference Example 69. The reactants are OC=1C=C(C=CC1)C(C)=O (3′-hydroxyacetophenone), solution, C1(=C(C=CC=C1)[Mg]Cl)C (o-tolylmagnesium chloride). Yields the product OC(C)(C1=C(C=CC=C1)C)C=1C=C(C=CC1)O (3-[1-hydroxy-1-(2-methylphenyl)ethyl]phenol). Solvent: O1CCCC1 (tetrahydrofuran). Reaction SMILES: [OH:1][C:2]1[CH:3]=[C:4]([C:8](=[O:10])[CH3:9])[CH:5]=[CH:6][CH:7]=1.[C:11]1([CH3:19])[CH:16]=[CH:15][CH:14]=[CH:13][C:12]=1[Mg]Cl>O1CCCC1>[OH:10][C:8]([C:4]1[CH:3]=[C:2]([OH:1])[CH:7]=[CH:6][CH:5]=1)([C:12]1[CH:13]=[CH:14][CH:15]=[CH:16][C:11]=1[CH3:19])[CH3:9].